From a dataset of the Open Reaction Database (ORD), a public repository of structured organic reaction records. describe an organic reaction: reactants, conditions, products, and yield Starting materials: N1CCCCC1 (Piperidine), CC1=CC=C(C=C1)S(=O)(=O)OCC1(C2([C@@H](OC1=O)C1=C(CCC[C@@]1(CC2)C)C)O)O (((5aR,9bS)-3,3a-Dihydroxy-5a,9-dimethyl-2-oxo-2,3,3a,4,5,5a,6,7,8,9b-decahydronaphtho[1,2-b]furan-3-yl)methyl 4-methylbenzenesulfonate), C([O-])(O)=O.[Na+] (sodium bicarbonate). Run in C(C)O (ethanol). Run at time 24 hour. Product: OC1(C2([C@@H](OC1=O)C1=C(CCC[C@@]1(CC2)C)C)O)CN2CCCCC2 ((5aR,9bS)-3,3a-Dihydroxy-5a,9-dimethyl-3-(piperidin-1-ylmethyl)-3,3a,4,5,5a,6,7,8-octahydronaphtho[1,2-b]furan-2(9bH)-one). As a reaction SMILES: [NH:1]1[CH2:6][CH2:5][CH2:4][CH2:3][CH2:2]1.CC1C=CC(S(O[CH2:18][C:19]2([OH:36])[C:23](=[O:24])[O:22][C@H:21]3[C:25]4[C@@:30]([CH3:33])([CH2:31][CH2:32][C:20]23[OH:35])[CH2:29][CH2:28][CH2:27][C:26]=4[CH3:34])(=O)=O)=CC=1.C(=O)(O)[O-].[Na+]>C(O)C>[OH:36][C:19]1([CH2:18][N:1]2[CH2:6][CH2:5][CH2:4][CH2:3][CH2:2]2)[C:23](=[O:24])[O:22][C@H:21]2[C:25]3[C@@:30]([CH3:33])([CH2:31][CH2:32][C:20]12[OH:35])[CH2:29][CH2:28][CH2:27][C:26]=3[CH3:34] |f:2.3|. Procedure details: Piperidine (70.59 mg, 0.829 mmol) was added to compound of example 5 (180 mg, 0.412 mmol) dissolved in ethanol (5 mL) and reaction mixture was stirred for 24 hours. Saturated sodium bicarbonate solution was added, and reaction mixture was extracted with dichloromethane (3×50 mL). Dichloromethane layer was washed with water and brine and was dried over sodium sulfate. Solvent was removed and the crude product was purified by column chromatography (silica gel, 5-10% ethyl acetate in petroleum ethe... Starting materials: ClCS(=O)(=O)NC1=CC2=C([C@@H]([C@H](C(O2)(C)C)O)NCCC2=CC=CC=C2)C=C1O (1-Chloro-N-{(3R*,4S*)-3,6-dihydroxy-2,2-dimethyl-4-[(2-phenylethyl)amino]-3,4-dihydro-2H-1-benzopyran-7-yl} methanesulfonamide), [OH-].[Na+] (sodium hydroxide), [Cl-].[NH4+] (ammonium chloride). Solvent: CO (methanol). Conditions: time 3 hour. The product is CC1(OC2=CC=3NS(COC3C=C2[C@@H]([C@H]1O)NCCC1=CC=CC=C1)(=O)=O)C ((6S*,7R*)-8,8-Dimethyl-6-[(2-phenylethyl)amino]-1,6,7,8-tetrahydrochromeno[7,6-e][1,3,4]oxathiazine-7-ol 2,2-dioxide). The yield is 37.0%. As a reaction SMILES: Cl[CH2:2][S:3]([NH:6][C:7]1[C:28]([OH:29])=[CH:27][C:10]2[C@H:11]([NH:18][CH2:19][CH2:20][C:21]3[CH:26]=[CH:25][CH:24]=[CH:23][CH:22]=3)[C@@H:12]([OH:17])[C:13]([CH3:16])([CH3:15])[O:14][C:9]=2[CH:8]=1)(=[O:5])=[O:4].[OH-].[Na+].[Cl-].[NH4+]>CO>[CH3:15][C:13]1([CH3:16])[C@H:12]([OH:17])[C@@H:11]([NH:18][CH2:19][CH2:20][C:21]2[CH:26]=[CH:25][CH:24]=[CH:23][CH:22]=2)[C:10]2[C:9](=[CH:8][C:7]3[NH:6][S:3](=[O:5])(=[O:4])[CH2:2][O:29][C:28]=3[CH:27]=2)[O:14]1 |f:1.2,3.4|. Procedure: To a solution of 1-Chloro-N-{(3R*,4S*)-3,6-dihydroxy-2,2-dimethyl-4-[(2-phenylethyl)amino]-3,4-dihydro-2H-1-benzopyran-7-yl} methanesulfonamide (220 mg, 0.50 mmol) in methanol (2.2 mL), 1 mol/L sodium hydroxide aqeuous solution (1.00 mL, 1.00 mmol) was added, and the resulting mixture was stirred at room temperature for 3 hours. Then, the temperature was raised to 50° C., and the mixture was further stirred for 2 hours. Upon the completion of the reaction, the solution was cooled on standing, ne... The reactants are [H-].[Na+] (NaH), ClC1=C(C(=CC=C1)F)O (2-chloro-6-fluorophenol), C(=O)(C(F)(F)F)O (TFA), ClC1=NC2=C(C=CC=C2C=C1)C1=CC=2C(NCCC2N1)=O (2-(2-Chloroquinolin-8-yl)-6,7-dihydro-1H-pyrrolo[3,2-c]pyridin-4(5H)-one). Run in CN(C)C=O (DMF), CS(=O)C (DMSO). Run at temperature 70 celsius, time 10 minute. Yields the product ClC1=C(OC2=NC3=C(C=CC=C3C=C2)C2=CC=3C(NCCC3N2)=O)C(=CC=C1)F (2-(2-(2-chloro-6-fluorophenoxy)quinolin-8-yl)-6,7-dihydro-1H-pyrrolo[3,2-c]pyridin-4(5H)-one). Yield: 29.4%. Reaction SMILES: [H-].[Na+].[Cl:3][C:4]1[CH:9]=[CH:8][CH:7]=[C:6]([F:10])[C:5]=1[OH:11].Cl[C:13]1[CH:22]=[CH:21][C:20]2[C:15](=[C:16]([C:23]3[NH:31][C:30]4[CH2:29][CH2:28][NH:27][C:26](=[O:32])[C:25]=4[CH:24]=3)[CH:17]=[CH:18][CH:19]=2)[N:14]=1.C(O)(C(F)(F)F)=O>CN(C=O)C.CS(C)=O>[Cl:3][C:4]1[CH:9]=[CH:8][CH:7]=[C:6]([F:10])[C:5]=1[O:11][C:13]1[CH:22]=[CH:21][C:20]2[C:15](=[C:16]([C:23]3[NH:31][C:30]4[CH2:29][CH2:28][NH:27][C:26](=[O:32])[C:25]=4[CH:24]=3)[CH:17]=[CH:18][CH:19]=2)[N:14]=1 |f:0.1|. Procedure details: To NaH (60 wt % in mineral oil; 0.071 g, 1.763 mmol) in 1 mL DMF was added 2-chloro-6-fluorophenol (0.258 g, 1.763 mmol). After 10 min, a clear/colorless solution resulted. 2-(2-Chloroquinolin-8-yl)-6,7-dihydro-1H-pyrrolo[3,2-c]pyridin-4(5H)-one (Example 1; 0.075 g, 0.252 mmol) was added and the reaction became dark red. The reaction was heated at 70° C. for 1 h, then at 90° C. for 2 h, then at 110° C. for 14 h. The reaction was cooled to 0° C. and quenched with TFA (0.136 ml, 1.763 mmol), dilut... Reactants: ClC1=NC(=NC2=CC=CC=C12)C1=CC(=C(C=C1)Cl)Cl (4-chloro-2-(3,4-dichlorophenyl)quinazoline), NCCCN1CCCC1 (N-(3-aminopropyl) pyrrolidine), C (charcoal). Solvent: CN(C=O)C (dimethylformamide). Yields the product Cl.Cl.ClC=1C=C(C=CC1Cl)C1=NC2=CC=CC=C2C(=N1)NCCCN1CCCC1 (2-(3,4-Dichlorophenyl)-4-[3-(1-pyrrolidinyl)-propylamino]quinazoline Dihydrochloride). RXN SMILES: [Cl:1][C:2]1[C:11]2[C:6](=[CH:7][CH:8]=[CH:9][CH:10]=2)[N:5]=[C:4]([C:12]2[CH:17]=[CH:16][C:15]([Cl:18])=[C:14]([Cl:19])[CH:13]=2)[N:3]=1.[NH2:20][CH2:21][CH2:22][CH2:23][N:24]1[CH2:28][CH2:27][CH2:26][CH2:25]1.C>CN(C)C=O>[ClH:1].[ClH:1].[Cl:19][C:14]1[CH:13]=[C:12]([C:4]2[N:3]=[C:2]([NH:20][CH2:21][CH2:22][CH2:23][N:24]3[CH2:28][CH2:27][CH2:26][CH2:25]3)[C:11]3[C:6](=[CH:7][CH:8]=[CH:9][CH:10]=3)[N:5]=2)[CH:17]=[CH:16][C:15]=1[Cl:18] |f:4.5.6|. Reported procedure: To a solution of 4-chloro-2-(3,4-dichlorophenyl)quinazoline (37.0 g., 0.12 mole) in dimethylformamide (400.0 ml) was added N-(3-aminopropyl) pyrrolidine (31.0 g., 0.24 mole). After stirring and heating the mixture for 4.0 hrs., the mixture was treated with charcoal and filtered. The solution was treated with H2O and then refrigerated. The cream colored powder removed by filtration was suspended in ethereal hydrochloric acid and treated with ethanol. After cooling, the off-white powder was remove... The reactants are ClC1=C2C(=NC=C1)C=C(S2)I (7-chloro-2-iodothieno[3,2-b]pyridine), C(C1=CC=CC=C1)C1=NC=C(C(N1)=O)C1=CC(=C(C=C1)O)F (2-benzyl-5-(3-fluoro-4-hydroxyphenyl)pyrimidin-4(3H)-one), C(=O)([O-])[O-].[Cs+].[Cs+] (Cs2CO3). The solvent is CN(C)C=O (DMF). Conditions: temperature 130 celsius, time 18 hour. Product: C(C1=CC=CC=C1)C1=NC=C(C(N1)=O)C1=CC(=C(C=C1)OC1=C2C(=NC=C1)C=C(S2)I)F (2-benzyl-5-(3-fluoro-4-(2-iodothieno[3,2-b]pyridin-7-yloxy)phenyl)pyrimidin-4(3H)-one). Isolated yield 17.0%. Reaction SMILES: Cl[C:2]1[CH:7]=[CH:6][N:5]=[C:4]2[CH:8]=[C:9]([I:11])[S:10][C:3]=12.[CH2:12]([C:19]1[NH:24][C:23](=[O:25])[C:22]([C:26]2[CH:31]=[CH:30][C:29]([OH:32])=[C:28]([F:33])[CH:27]=2)=[CH:21][N:20]=1)[C:13]1[CH:18]=[CH:17][CH:16]=[CH:15][CH:14]=1.C([O-])([O-])=O.[Cs+].[Cs+]>CN(C=O)C>[CH2:12]([C:19]1[NH:24][C:23](=[O:25])[C:22]([C:26]2[CH:31]=[CH:30][C:29]([O:32][C:2]3[CH:7]=[CH:6][N:5]=[C:4]4[CH:8]=[C:9]([I:11])[S:10][C:3]=34)=[C:28]([F:33])[CH:27]=2)=[CH:21][N:20]=1)[C:13]1[CH:18]=[CH:17][CH:16]=[CH:15][CH:14]=1 |f:2.3.4|. Procedure: To a mixture of 7-chloro-2-iodothieno[3,2-b]pyridine (0.030 g, 0.10 mmol; prepared according to the procedure described by Ragan, J. A. Org. Proc. Res. Dev. 2003, 7, 676) and 2-benzyl-5-(3-fluoro-4-hydroxyphenyl)pyrimidin-4(3H)-one (0.025 g, 0.084 mmol) in DMF (1 mL) was added Cs2CO3 (0.033 g, 0.10 mmol). The reaction mixture was stirred at 130° C. for 18 hours. The reaction mixture was partitioned between EtOAc and saturated aqueous NaCl. The phases were separated, and the aqueous phase was re-... RXN SMILES: [OH:1][C@@H:2]([CH2:28][O:29][C:30]1[CH:35]=[CH:34][CH:33]=[CH:32][CH:31]=1)/[CH:3]=[CH:4]/[C@@H:5]1[C@@H:13]2[C@@H:8]([S:9][C@@H:10]([CH2:14][CH2:15][CH2:16][C:17]([O:19][CH3:20])=[O:18])[CH2:11][CH2:12]2)[CH2:7][C@H:6]1[O:21]C1CCCCO1.O.C1(C)C=CC(S(O)(=O)=O)=CC=1>CO>[OH:21][C@@H:6]1[CH2:7][C@@H:8]2[S:9][C@@H:10]([CH2:14][CH2:15][CH2:16][C:17]([O:19][CH3:20])=[O:18])[CH2:11][CH2:12][C@@H:13]2[C@H:5]1/[CH:4]=[CH:3]/[C@@H:2]([OH:1])[CH2:28][O:29][C:30]1[CH:35]=[CH:34][CH:33]=[CH:32][CH:31]=1 |f:1.2|. The product is O[C@H]1[C@@H]([C@@H]2[C@@H](S[C@H](CC2)CCCC(=O)OC)C1)\C=C\[C@H](COC1=CC=CC=C1)O (Methyl 4-{(2S,4aR,5R,6R,7aS)-6-hydroxy-5-[(1E,3R)-3-hydroxy-4-phenoxy-1-buten-1-yl]octahydrocyclopenta[b]thiopyran-2-yl}butanoate). Reaction conditions: time 2 hour. Reactants: O[C@H](/C=C/[C@H]1[C@@H](C[C@@H]2S[C@H](CC[C@@H]21)CCCC(=O)OC)OC2OCCCC2)COC2=CC=CC=C2 (Methyl 4-[(2S,4aR,5R,6R,7aS)-5-[(1E,3R)-3-hydroxy-4-phenoxy-1-buten-1-yl]-6-(tetrahydro-2H-pyran-2-yloxy)octahydrocyclopenta[b]thiopyran-2-yl]butanoate), O.C1(=CC=C(C=C1)S(=O)(=O)O)C (p-toluenesulfonic acid monohydrate). Solvent: CO (methanol). The yield is 44.7%. Reported procedure: The compound 13 (220 mg) was dissolved in methanol (1.1 mL), a p-toluenesulfonic acid monohydrate (20 mg) was added at room temperature, and the mixture was stirred for 2 hours. The residue obtained by concentration of the reaction liquid under reduced pressure was purified by silica gel column chromatography (hexane:ethyl acetate=2:1→1:1→ethyl acetate) to obtain a titled compound (82 mg) having the following physical property values. The reactants are OC=C1C(NC2=CC=C(C=C12)C(=O)C1=CC=C(C=C1)NC(C)=O)=O (N-[4-(3-Hydroxymethylene-2-oxo-2,3-dihydro-1H-indole-5-carbonyl)-phenyl]-acetamide), C1CCOC1 (THF), NC=1C=CC(=C(C1)O)OC (5-Amino-2-methoxy-phenol). The solvent is Hexanes. Run at temperature 65 celsius, time 24 hour. Yields the product OC=1C=C(C=CC1C)NC=C1C(NC2=CC=C(C=C12)C(=O)C1=CC=C(C=C1)NC(C)=O)=O (N-(4-{3-[(3-Hydroxy-4-methyl-phenylamino)-methylene]-2-oxo-2,3-dihydro-1H-indole-5-carbonyl}-phenyl)-acetamide). Isolated yield 63.0%. Reaction SMILES: O[CH:2]=[C:3]1[C:11]2[C:6](=[CH:7][CH:8]=[C:9]([C:12]([C:14]3[CH:19]=[CH:18][C:17]([NH:20][C:21](=[O:23])[CH3:22])=[CH:16][CH:15]=3)=[O:13])[CH:10]=2)[NH:5][C:4]1=[O:24].[NH2:25][C:26]1[CH:27]=[CH:28][C:29](OC)=[C:30]([OH:32])[CH:31]=1.[CH2:35]1COCC1>>[OH:32][C:30]1[CH:31]=[C:26]([NH:25][CH:2]=[C:3]2[C:11]3[C:6](=[CH:7][CH:8]=[C:9]([C:12]([C:14]4[CH:19]=[CH:18][C:17]([NH:20][C:21](=[O:23])[CH3:22])=[CH:16][CH:15]=4)=[O:13])[CH:10]=3)[NH:5][C:4]2=[O:24])[CH:27]=[CH:28][C:29]=1[CH3:35]. Reported procedure: A small screw cap test tube was charged with N-[4-(3-Hydroxymethylene-2-oxo-2,3-dihydro-1H-indole-5-carbonyl)-phenyl]-acetamide (as prepared in Example 11, 50 mg, 0.155 mmol) and THF (2 mL). To the resulting solution was added 5-Amino-2-methoxy-phenol (21.0 mg, 0.170 mmol), and the mixture was stirred for 24 h at 65° C. Subsequently, the reaction mixture was cooled to room temperature. Hexanes were added to the reaction mixture. The solid precipitate that formed was washed with ˜1 mL of i-prOH y... Starting materials: FC(C=1C=C(C=CC1)NC(=O)C=1C=C2C(=NN=C(C2=CC1)OC)I)(F)F (4-iodo-1-methoxy-phthalazine-6-carboxylic acid (3-trifluoromethyl-phenyl)-amide), C(=O)([O-])[O-].[K+].[K+] (K2CO3), O (water), N1=CC(=CC=C1)B(O)O (3-pyridineboronic acid). Reagents/catalysts: C=1C=CC(=CC1)[P](C=2C=CC=CC2)(C=3C=CC=CC3)[Pd]([P](C=4C=CC=CC4)(C=5C=CC=CC5)C=6C=CC=CC6)([P](C=7C=CC=CC7)(C=8C=CC=CC8)C=9C=CC=CC9)[P](C=1C=CC=CC1)(C=1C=CC=CC1)C=1C=CC=CC1 (Pd(PPh3)4). The solvent is CO (methanol), C1(=CC=CC=C1)C (toluene). Reaction conditions: temperature 65 celsius. The product is FC(C=1C=C(C=CC1)NC(=O)C=1C=C2C(=NN=C(C2=CC1)OC)C1=NC=CC=C1)(F)F (1-methoxy-4-pyridin-2-yl-phthalazine-6-carboxylic acid (3-trifluoromethyl-phenyl)-amide). The yield is 49.7%. As a reaction SMILES: [F:1][C:2]([F:26])([F:25])[C:3]1[CH:4]=[C:5]([NH:9][C:10]([C:12]2[CH:13]=[C:14]3[C:19](=[CH:20][CH:21]=2)[C:18]([O:22][CH3:23])=[N:17][N:16]=[C:15]3I)=[O:11])[CH:6]=[CH:7][CH:8]=1.C([O-])([O-])=O.[K+].[K+].O.[N:34]1[CH:39]=[CH:38][CH:37]=[C:36](B(O)O)[CH:35]=1>C1C=CC([P]([Pd]([P](C2C=CC=CC=2)(C2C=CC=CC=2)C2C=CC=CC=2)([P](C2C=CC=CC=2)(C2C=CC=CC=2)C2C=CC=CC=2)[P](C2C=CC=CC=2)(C2C=CC=CC=2)C2C=CC=CC=2)(C2C=CC=CC=2)C2C=CC=CC=2)=CC=1.CO.C1(C)C=CC=CC=1>[F:1][C:2]([F:26])([F:25])[C:3]1[CH:4]=[C:5]([NH:9][C:10]([C:12]2[CH:13]=[C:14]3[C:19](=[CH:20][CH:21]=2)[C:18]([O:22][CH3:23])=[N:17][N:16]=[C:15]3[C:35]2[CH:36]=[CH:37][CH:38]=[CH:39][N:34]=2)=[O:11])[CH:6]=[CH:7][CH:8]=1 |f:1.2.3,^1:46,48,67,86|. Reported procedure: A mixture of 4-iodo-1-methoxy-phthalazine-6-carboxylic acid (3-trifluoromethyl-phenyl)-amide (0.128 g, 0.27 mmol), K2CO3 (0.075 g, 0.54 mmol), water (0.5 mL), toluene (3 mL), methanol (3 mL), 3-pyridineboronic acid (0.04 g, 0.325 mmol), Pd(PPh3)4 (0.094 g, 0.081 mmol) was heated to 65° C. for 2 hour. The reaction was cooled, filtered through celite, rinsed with methanol and concentrated. The residue was taken up in EtOAc, washed with sat. aq. NaHCO3 and dried (Na2SO4). Column chromatography (Hex... Reactants: O=C(O)C1Cc2ccccc2CN1, CC(=O)Cl, CO, CN(C)C=O. The product is COC(=O)C1Cc2ccccc2CN1. Reaction SMILES: [CH2:7]1[NH:8][CH:9]([C:17](=[O:18])[OH:19])[CH2:10][c:11]2[cH:12][cH:13][cH:14][cH:15][c:16]21.[CH3:1][C:2](=[O:3])[Cl:4].[CH3:5][OH:6].[O:20]=[CH:21][N:22]([CH3:23])[CH3:24]>>[CH3:1][O:18][C:17]([CH:9]1[NH:8][CH2:7][c:16]2[c:11]([cH:12][cH:13][cH:14][cH:15]2)[CH2:10]1)=[O:19].